This data is from the Open Reaction Database (ORD), a public repository of structured organic reaction records. The task is: describe an organic reaction: reactants, conditions, products, and yield Reactants: CS(=O)(=O)Cl, CCN(C(C)C)C(C)C, Cl, Nc1ncnn2c(CC3CNC3)cc(-c3ccc4cn(Cc5ccccc5)nc4c3)c12, CN(C)C=O. Product: CS(=O)(=O)N1CC(Cc2cc(-c3ccc4cn(Cc5ccccc5)nc4c3)c3c(N)ncnn23)C1. RXN SMILES: [CH3:33][S:34]([Cl:35])(=[O:36])=[O:37].[CH:38]([N:39]([CH2:40][CH3:41])[CH:42]([CH3:43])[CH3:44])([CH3:45])[CH3:46].[ClH:1].[NH:2]1[CH2:3][CH:4]([CH2:6][c:7]2[cH:8][c:9](-[c:17]3[cH:18][cH:19][c:20]4[cH:21][n:22]([CH2:26][c:27]5[cH:28][cH:29][cH:30][cH:31][cH:32]5)[n:23][c:24]4[cH:25]3)[c:10]3[c:11]([NH2:16])[n:12][cH:13][n:14][n:15]23)[CH2:5]1.[O:47]=[CH:48][N:49]([CH3:50])[CH3:51]>>[N:2]1([S:34]([CH3:33])(=[O:36])=[O:37])[CH2:3][CH:4]([CH2:6][c:7]2[cH:8][c:9](-[c:17]3[cH:18][cH:19][c:20]4[cH:21][n:22]([CH2:26][c:27]5[cH:28][cH:29][cH:30][cH:31][cH:32]5)[n:23][c:24]4[cH:25]3)[c:10]3[c:11]([NH2:16])[n:12][cH:13][n:14][n:15]23)[CH2:5]1. The reactants are BrC1=CC=C(C=C1)C=1OC=C(N1)C1=CC=C(C=C1)C (2-(4-bromophenyl)-4-(4-methylphenyl)-1,3-oxazole), C(C)OC(=O)C1=CC=C(C=C1)B(O)O (4-(ethoxycarbonyl)phenylboronic acid), C([O-])([O-])=O.[Na+].[Na+] (sodium carbonate). Reagents/catalysts: C=1C=CC(=CC1)[P](C=2C=CC=CC2)(C=3C=CC=CC3)[Pd]([P](C=4C=CC=CC4)(C=5C=CC=CC5)C=6C=CC=CC6)([P](C=7C=CC=CC7)(C=8C=CC=CC8)C=9C=CC=CC9)[P](C=1C=CC=CC1)(C=1C=CC=CC1)C=1C=CC=CC1 (tetrakis(triphenylphosphine)palladium). Run in COCCOC (ethylene glycol dimethyl ether), C(C)O (ethanol). Reaction conditions: time 5 minute. Product: CC1=CC=C(C=C1)C=1N=C(OC1)C1=CC=C(C=C1)C1=CC=C(C=C1)C(=O)OCC (ethyl 4′-(4-(4-methylphenyl)-1,3-oxazol-2-yl)-1,1′-biphenyl-4-carboxylate). As a reaction SMILES: Br[C:2]1[CH:7]=[CH:6][C:5]([C:8]2[O:9][CH:10]=[C:11]([C:13]3[CH:18]=[CH:17][C:16]([CH3:19])=[CH:15][CH:14]=3)[N:12]=2)=[CH:4][CH:3]=1.[CH2:20]([O:22][C:23]([C:25]1[CH:30]=[CH:29][C:28](B(O)O)=[CH:27][CH:26]=1)=[O:24])[CH3:21].C(=O)([O-])[O-].[Na+].[Na+]>COCCOC.C(O)C.C1C=CC([P]([Pd]([P](C2C=CC=CC=2)(C2C=CC=CC=2)C2C=CC=CC=2)([P](C2C=CC=CC=2)(C2C=CC=CC=2)C2C=CC=CC=2)[P](C2C=CC=CC=2)(C2C=CC=CC=2)C2C=CC=CC=2)(C2C=CC=CC=2)C2C=CC=CC=2)=CC=1>[CH3:19][C:16]1[CH:17]=[CH:18][C:13]([C:11]2[N:12]=[C:8]([C:5]3[CH:6]=[CH:7][C:2]([C:28]4[CH:29]=[CH:30][C:25]([C:23]([O:22][CH2:20][CH3:21])=[O:24])=[CH:26][CH:27]=4)=[CH:3][CH:4]=3)[O:9][CH:10]=2)=[CH:14][CH:15]=1 |f:2.3.4,^1:52,54,73,92|. Reported procedure: A solution of Example 186B (140 mg, 0.45 mmol) in ethylene glycol dimethyl ether (7.0 mL) at room temperature was treated with tetrakis(triphenylphosphine)palladium (26 mg, 0.02 mmol), stirred for 5 minutes, treated with a solution of Example 186A (104 mg, 0.54 mmol) in ethanol (1.5 mL), stirred for 5 minutes, treated with 2M sodium carbonate (1.1 mL, 2.23 mmol), heated to reflux, and stirred for 4 hours. The reaction mixture was cooled to room temperature and concentrated. The concentrate was d... The reactants are CC(=O)NC1C(OCc2ccccc2)OC(COCc2ccccc2)C(O)C1OCc1ccccc1, CC(=O)NC1C(O)OC(CO)C(O)C1O. The product is CC(=O)NC1C(OCc2ccccc2)OC(CO)C(O)C1OCc1ccccc1. As a reaction SMILES: [C:16]([CH3:17])(=[O:18])[NH:19][CH:20]1[CH:21]([O:22][CH2:23][c:24]2[cH:25][cH:26][cH:27][cH:28][cH:29]2)[O:30][CH:31]([CH2:43][O:44][CH2:45][c:46]2[cH:47][cH:48][cH:49][cH:50][cH:51]2)[CH:32]([OH:42])[CH:33]1[O:34][CH2:35][c:36]1[cH:37][cH:38][cH:39][cH:40][cH:41]1.[C:1]([NH:2][CH:3]1[CH:4]([OH:5])[CH:6]([OH:7])[CH:8]([CH2:9][OH:10])[O:11][CH:12]1[OH:13])(=[O:14])[CH3:15]>>[C:16]([CH3:17])(=[O:18])[NH:19][CH:20]1[CH:21]([O:22][CH2:23][c:24]2[cH:25][cH:26][cH:27][cH:28][cH:29]2)[O:30][CH:31]([CH2:43][OH:44])[CH:32]([OH:42])[CH:33]1[O:34][CH2:35][c:36]1[cH:37][cH:38][cH:39][cH:40][cH:41]1. Reactants: CC(=O)O[C@@H]1[C@@H](SC=2C=CC=CC2N(C1=O)CCN(C)C)C=3C=CC(=CC3)OC (Diltiazem), CCOP(=O)(CC=1C=CC(=CC1)C2=NC=3C=CC=CC3S2)OCC (KB-944). Reaction SMILES: CC(O[C@H:5]1[C:15](=O)[N:14](CCN(C)C)C2C=CC=CC=2S[C@H:6]1[C:22]1[CH:23]=[CH:24][C:25](OC)=[CH:26][CH:27]=1)=O.CCOP(OCC)(CC1C=CC(C2[S:50]C3C=CC=CC=3N=2)=CC=1)=O>>[S:50]1[C:27]2[CH:26]=[CH:25][CH:24]=[CH:23][C:22]=2[CH:6]=[CH:5][CH:15]=[N:14]1. The product is S1N=CC=CC2=C1C=CC=C2 (Benzothiazepine). Reported procedure: Diltiazem, KB-944 (Fostedil) Reactants: [Al+3], O=C1CC2CCCC(CN1)N2Cc1ccccc1, C1CCOC1, ClCCl, [H-], [H-], [H-], [H-], [Li+], [Na+], [Na+], O=S(=O)([O-])[O-], O. The product is c1ccc(CN2C3CCCC2CNCC3)cc1. Reaction SMILES: [Al+3:20].[CH2:1]([c:2]1[cH:3][cH:4][cH:5][cH:6][cH:7]1)[N:8]1[CH:9]2[CH2:10][NH:11][C:12](=[O:18])[CH2:13][CH:14]1[CH2:15][CH2:16][CH2:17]2.[CH2:33]1[O:34][CH2:35][CH2:36][CH2:37]1.[Cl:38][CH2:39][Cl:40].[H-:19].[H-:22].[H-:23].[H-:24].[Li+:21].[Na+:26].[Na+:27].[O-:28][S:29](=[O:30])(=[O:31])[O-:32].[OH2:25]>>[CH2:1]([c:2]1[cH:3][cH:4][cH:5][cH:6][cH:7]1)[N:8]1[CH:9]2[CH2:10][NH:11][CH2:12][CH2:13][CH:14]1[CH2:15][CH2:16][CH2:17]2. Starting materials: CC(=O)SCCCCCCCCCCCCBr (CH3(CO)S(CH2)12Br), C(=O)([O-])[O-].[K+].[K+] (K2CO3), Cl (HCl). The product is SCCCCCCCCCCCCBr (HS(CH2)12Br). Reaction SMILES: CC([S:4][CH2:5][CH2:6][CH2:7][CH2:8][CH2:9][CH2:10][CH2:11][CH2:12][CH2:13][CH2:14][CH2:15][CH2:16][Br:17])=O.C([O-])([O-])=O.[K+].[K+].Cl>>[SH:4][CH2:5][CH2:6][CH2:7][CH2:8][CH2:9][CH2:10][CH2:11][CH2:12][CH2:13][CH2:14][CH2:15][CH2:16][Br:17] |f:1.2.3|. Reported procedure: Alternations to the referenced procedure include the substitution of S-12-(2,5-dihydroxyphenyl)dodecyl ethanethioate with CH3(CO)S(CH2)12Br and K2CO3 for concentrated HCl, the reaction time was reduced from 12 h to 5 h and the product was purified by sublimation (−20° C. cold finger, 0.5 mmHg, 70° C. oil bath). Yield; 3.47 g, 12.32 mmol, 89%; 1H NMR (400.09 MHz, CDCl3) δ (ppm); 3.40 (t, 2H, 3JH—H=7.2 Hz, BrCH2), 2.51 (dt, 2H, 3JH—H=7.2 Hz, HSCH2), 1.84 (quintet, 2H, 3JH—H=7.2 Hz, BrCH2CH2), 1.60... The reactants are C(=O)[O-].[NH4+] (Ammonium formate), OC=1C=C(C=CC1[N+](=O)[O-])CC(=O)NC1=CC=C(C=N1)C(CC(=O)OC)C ((RS) methyl 3-{6-[2-(3-hydroxy-4-nitrophenyl)-acetylamino]-pyridin-3-yl}-butanoate). Reagents/catalysts: [Pd] (palladium on charcoal). Run in C(C)O (ethanol). Reaction conditions: temperature 60 celsius, time 1 hour. Yields the product NC1=C(C=C(C=C1)CC(=O)NC1=CC=C(C=N1)C(CC(=O)OC)C)O ((RS) Methyl 3-{6-[2-(4-amino-3-hydroxy-phenyl)-acetylamino]-pyridin-3-yl}-butyrate). The yield is 80.9%. RXN SMILES: C([O-])=O.[NH4+].[OH:5][C:6]1[CH:7]=[C:8]([CH2:15][C:16]([NH:18][C:19]2[N:24]=[CH:23][C:22]([CH:25]([CH3:31])[CH2:26][C:27]([O:29][CH3:30])=[O:28])=[CH:21][CH:20]=2)=[O:17])[CH:9]=[CH:10][C:11]=1[N+:12]([O-])=O>[Pd].C(O)C>[NH2:12][C:11]1[CH:10]=[CH:9][C:8]([CH2:15][C:16]([NH:18][C:19]2[N:24]=[CH:23][C:22]([CH:25]([CH3:31])[CH2:26][C:27]([O:29][CH3:30])=[O:28])=[CH:21][CH:20]=2)=[O:17])=[CH:7][C:6]=1[OH:5] |f:0.1|. Reported procedure: Ammonium formate (1.7 g) and 10% palladium on charcoal were added to a solution of (RS) methyl 3-{6-[2-(3-hydroxy-4-nitrophenyl)-acetylamino]-pyridin-3-yl}-butanoate (180 mg, Reference Example 15) in ethanol (15 mL). The mixture was stirred at 60° C. for 1 hour, then cooled to room temperature and then filtered through a pad of diatomaceous earth. The filter pad was washed with ethanol. The combined filtrate and washings were evaporated and the residue was dissolved in ethyl acetate. This soluti... Product: N1=C(C=CC=C1)C=1N=C(C2=C(N1)NC=C2)O (2-Pyridin-2-yl-7H-pyrrolo[2,3-d]pyrimidin-4-ol). RXN SMILES: [N:1]1[CH:6]=[CH:5][CH:4]=[CH:3][C:2]=1[C:7]([NH2:9])=[NH:8].C[O-:11].[Na+].Cl[C:14]1C=C(C2C=CC=C(C)N=2)N=[C:16]2[NH:27][CH:28]=[CH:29][C:15]=12>CCO>[N:1]1[CH:6]=[CH:5][CH:4]=[CH:3][C:2]=1[C:7]1[N:9]=[C:14]([OH:11])[C:15]2[CH:29]=[CH:28][NH:27][C:16]=2[N:8]=1 |f:1.2|. The solvent is CCO (EtOH). Reactants: C[O-].[Na+] (NaOMe), N1=C(C=CC=C1)C(=N)N (Pyridine-2-carboxamidine), ClC1=C2C(=NC(=C1)C1=NC(=CC=C1)C)NC=C2 (4-chloro-6-(6-methyl-pyridin-2-yl)-1H-pyrrolo[2,3-b]pyridine). Procedure details: Pyridine-2-carboxamidine (1 eq, 24.8 mmol, 5.69 g) is dissolved in EtOH (60 ml). After addition of NaOMe (30% in MeOH, 1.5 eq, 37 mmol, 6.9 ml) the mixture is stirred for 3 h at r.t. and then filtered. The filtrate is added to 2-cyano-4,4-diethoxy-butyric acid ethyl ester (see Journal of Heterocyclic Chemistry (2006), 43 (6), 1523-1531) (1 eq, 24.8 mmol, 3.01 g) and the resulting mixture is heated at 80° C. for 18 h. The solvents are evaporated, then water (50 ml), EtOH (50 ml) and aqueous HCl s... Reaction conditions: time 3 hour.